Dataset: the Open Reaction Database (ORD), a public repository of structured organic reaction records. Task: describe an organic reaction: reactants, conditions, products, and yield Starting materials: CCN(CC)CCCNc1nc(NC2CCNCC2)c2ccccc2n1, CO, ClCCl, O=C(Cl)c1ccccc1[N+](=O)[O-], N. The product is CCN(CC)CCCNc1nc(NC2CCN(C(=O)c3ccccc3[N+](=O)[O-])CC2)c2ccccc2n1. As a reaction SMILES: [CH2:1]([CH3:2])[N:3]([CH2:4][CH2:5][CH2:6][NH:7][c:8]1[n:9][c:10]2[cH:11][cH:12][cH:13][cH:14][c:15]2[c:16]([NH:18][CH:19]2[CH2:20][CH2:21][NH:22][CH2:23][CH2:24]2)[n:17]1)[CH2:25][CH3:26].[CH3:43][OH:44].[Cl:39][CH2:40][Cl:41].[N+:27](=[O:28])([O-:29])[c:30]1[c:31]([C:32](=[O:33])[Cl:34])[cH:35][cH:36][cH:37][cH:38]1.[NH3:42]>>[CH2:1]([CH3:2])[N:3]([CH2:4][CH2:5][CH2:6][NH:7][c:8]1[n:9][c:10]2[cH:11][cH:12][cH:13][cH:14][c:15]2[c:16]([NH:18][CH:19]2[CH2:20][CH2:21][N:22]([C:32]([c:31]3[c:30]([N+:27](=[O:28])[O-:29])[cH:38][cH:37][cH:36][cH:35]3)=[O:33])[CH2:23][CH2:24]2)[n:17]1)[CH2:25][CH3:26]. Starting materials: N1=CN=C2N=CNC2=C1N (adenine), S1C=C(C=C1)C(=O)Cl (thiophene-3-carbonyl chloride), N1=CC=CC=C1 (pyridine). The solvent is O1CCOCC1 (dioxane). Yields the product S1C=C(C=C1)CNC1=C2NC=NC2=NC=N1 (6-(3-thienylmethylamino)-purine). Reaction SMILES: [N:1]1[C:9]([NH2:10])=[C:8]2[C:4]([N:5]=[CH:6][NH:7]2)=[N:3][CH:2]=1.[S:11]1[CH:15]=[CH:14][C:13]([C:16](Cl)=O)=[CH:12]1.N1C=CC=CC=1>O1CCOCC1>[S:11]1[CH:15]=[CH:14][C:13]([CH2:16][NH:10][C:9]2[N:1]=[CH:2][N:3]=[C:4]3[C:8]=2[NH:7][CH:6]=[N:5]3)=[CH:12]1. Procedure: In the other version of the process, 1 mole equivalent of adenine is heated in a conventional manner (Phytochemistry 16, (1977) 1865) with from 1 to 10, preferably from 2 to 5, mole equivalents of thiophene-3-carbonyl chloride in the presence of a proton acceptor (e.g. pyridine), possibly in a solvent, such as dioxane, at as high as 200° C., and the mixture is worked up in a conventional manner and if necessary recrystallized, for example as described above. Reactants: COC=1C=C2C=CC(=CC2=CC1)C(CC(C1=CC=CC=C1)C(C(=O)O)C(=O)O)=O (2-(3-(6-methoxynaphthalen-2-yl)-3-oxo-1-phenylpropyl)malonic acid), Br (HBr). Solvent: C(C)(=O)O (acetic acid). Reaction conditions: temperature 150 celsius. Yields the product OC=1C=C2C=CC(=CC2=CC1)C(CC(CC(=O)O)C1=CC=CC=C1)=O (5-(6-hydroxy-2-naphthalenyl)-5-oxo-3-phenylpentanoic acid). The yield is 78.2%. Reaction SMILES: C[O:2][C:3]1[CH:4]=[C:5]2[C:10](=[CH:11][CH:12]=1)[CH:9]=[C:8]([C:13](=[O:29])[CH2:14][CH:15]([CH:22](C(O)=O)[C:23]([OH:25])=[O:24])[C:16]1[CH:21]=[CH:20][CH:19]=[CH:18][CH:17]=1)[CH:7]=[CH:6]2.Br>C(O)(=O)C>[OH:2][C:3]1[CH:4]=[C:5]2[C:10](=[CH:11][CH:12]=1)[CH:9]=[C:8]([C:13](=[O:29])[CH2:14][CH:15]([C:16]1[CH:17]=[CH:18][CH:19]=[CH:20][CH:21]=1)[CH2:22][C:23]([OH:25])=[O:24])[CH:7]=[CH:6]2. Procedure details: A mixture of 2-(3-(6-methoxynaphthalen-2-yl)-3-oxo-1-phenylpropyl)malonic acid (0.15 g) in acetic acid (5 ml) was treated with 48% aqueous HBr (2 ml) and heated to 150° C. for 2 h. The solvent and acid were removed by distillation and the residue was partitioned between 10% HCl and ethyl acetate. The organic layer was separated, washed with brine, dried over MgSO4, and evaporated to afford a crude, which was purified by flash chromatography on silica gel to give 5-(6-hydroxy-2-naphthalenyl)-5-ox... Reactants: ClCC(=O)OC(C)(C)C (t-butyl chloroacetate), ClC=1C(=NNC1)C1=CC(=CC(=C1)Cl)Cl (4-chloro-3-(3,5-dichlorophenyl)pyrazole), C(=O)([O-])[O-].[K+].[K+] (K2CO3). Solvent: CN(C)C=O (DMF), O (H2O). Run at time 12 hour. Yields the product C(C)(C)(C)OC(=O)CN1N=C(C(=C1)Cl)C1=CC(=CC(=C1)Cl)Cl (1-t-butoxycarbonylmethyl-4-chloro-3-(3,5-dichlorophenyl)pyrazole). Yield: 94.0%. As a reaction SMILES: Cl[CH2:2][C:3]([O:5][C:6]([CH3:9])([CH3:8])[CH3:7])=[O:4].[Cl:10][C:11]1[C:12]([C:16]2[CH:21]=[C:20]([Cl:22])[CH:19]=[C:18]([Cl:23])[CH:17]=2)=[N:13][NH:14][CH:15]=1.C([O-])([O-])=O.[K+].[K+]>CN(C=O)C.O>[C:6]([O:5][C:3]([CH2:2][N:14]1[CH:15]=[C:11]([Cl:10])[C:12]([C:16]2[CH:17]=[C:18]([Cl:23])[CH:19]=[C:20]([Cl:22])[CH:21]=2)=[N:13]1)=[O:4])([CH3:9])([CH3:8])[CH3:7] |f:2.3.4|. Procedure details: A solution of 5.00 g (0.033 mol) of t-butyl chloroacetate in 30 ml of DMF is run, dropwise and at room temperature, into a mixture of 7.62 g (0.030 mol) of 4-chloro-3-(3,5-dichlorophenyl)pyrazole and 5.60 g (0.040 mol) of K2CO3. The reaction mixture is stirred for 12 h at room temperature, diluted with 200 ml of H2O and extracted with ether. After drying the organic phase and concentration under vacuum, the residue is triturated with 20 ml of heptane, filtered and dried. We obtain 10.20 g of 1-t... Reactants: potassium tert.butylate, C(CCCC)C1=CC=C(C=C1)C1=CC=C(C=C1)C1=C(C(=C(C=C1)C(C(C)Br)Br)F)F (1-[4-(4-pentylphenyl)-phenyl]-2,3-difluoro-4-(1,2-dibromopropyl)-benzene), O (water). Run in COC(C)(C)C (tert.butyl methyl ether). Yields the product C(CCCC)C1=CC=C(C=C1)C1=CC=C(C=C1)C1=C(C(=C(C=C1)C#CC)F)F (1-[4-(4-pentylphenyl)-phenyl]-2,3-difluoro-4-(1-propynyl)-benzene). Yield: 67.9%. As a reaction SMILES: [CH2:1]([C:6]1[CH:11]=[CH:10][C:9]([C:12]2[CH:17]=[CH:16][C:15]([C:18]3[CH:23]=[CH:22][C:21]([CH:24](Br)[CH:25](Br)[CH3:26])=[C:20]([F:29])[C:19]=3[F:30])=[CH:14][CH:13]=2)=[CH:8][CH:7]=1)[CH2:2][CH2:3][CH2:4][CH3:5].O>COC(C)(C)C>[CH2:1]([C:6]1[CH:7]=[CH:8][C:9]([C:12]2[CH:17]=[CH:16][C:15]([C:18]3[CH:23]=[CH:22][C:21]([C:24]#[C:25][CH3:26])=[C:20]([F:29])[C:19]=3[F:30])=[CH:14][CH:13]=2)=[CH:10][CH:11]=1)[CH2:2][CH2:3][CH2:4][CH3:5]. Procedure details: 2.5 g of potassium tert.butylate are added to a solution of 4.3 g of crude 1-[4-(4-pentylphenyl)-phenyl]-2,3-difluoro-4-(1,2-dibromopropyl)-benzene in 200 ml of tert.butyl methyl ether and the reaction mixture is heated at reflux temperature for 4.5 hours. Thereafter, it is cooled, treated with 50 ml of water and partitioned between water and diethyl ether. The combined organic phases are dried over anhydrous magnesium sulphate, the solvent is evaporated and the residue is chroma-tograped on sil... The reactants are CCC(C(=O)[O-])N(CC(=O)Nc1ccc(-c2ccncc2)cc1)c1ccccc1, CO, Cl, [Na+], [OH-]. Yields the product O=C(O)CN(CC(=O)Nc1ccc(-c2ccncc2)cc1)c1ccccc1. Reaction SMILES: [CH2:1]([CH3:2])[CH:3]([C:4](=[O:5])[O-:6])[N:7]([c:8]1[cH:9][cH:10][cH:11][cH:12][cH:13]1)[CH2:14][C:15]([NH:16][c:17]1[cH:18][cH:19][c:20](-[c:23]2[cH:24][cH:25][n:26][cH:27][cH:28]2)[cH:21][cH:22]1)=[O:29].[CH3:33][OH:34].[ClH:32].[Na+:31].[OH-:30]>>[CH2:3]([C:4](=[O:5])[OH:6])[N:7]([c:8]1[cH:9][cH:10][cH:11][cH:12][cH:13]1)[CH2:14][C:15]([NH:16][c:17]1[cH:18][cH:19][c:20](-[c:23]2[cH:24][cH:25][n:26][cH:27][cH:28]2)[cH:21][cH:22]1)=[O:29]. Reactants: ClC1=CC=C(C=C1)C1=NC(=NC=C1O[C@H](C(F)(F)F)C)C(=O)O ((S)-4-(4-chlorophenyl)-5-(1,1,1-trifluoropropan-2-yloxy)pyrimidine-2-carboxylic acid), Cl.FC(C1=NOC(=N1)CN)(F)F (C-(3-trifluoromethyl-[1,2,4]oxadiazol-5-yl)-methylamine hydrochloride). Yields the product ClC1=CC=C(C=C1)C1=NC(=NC=C1O[C@H](C(F)(F)F)C)C(=O)NCC1=NC(=NO1)C(F)(F)F ((S)-4-(4-chlorophenyl)-N-((3-(trifluoromethyl)-1,2,4-oxadiazol-5-yl)methyl)-5-(1,1,1-trifluoropropan-2-yloxy)pyrimidine-2-carboxamide). Reaction SMILES: [Cl:1][C:2]1[CH:7]=[CH:6][C:5]([C:8]2[C:13]([O:14][C@@H:15]([CH3:20])[C:16]([F:19])([F:18])[F:17])=[CH:12][N:11]=[C:10]([C:21]([OH:23])=O)[N:9]=2)=[CH:4][CH:3]=1.Cl.[F:25][C:26]([F:35])([F:34])[C:27]1[N:31]=[C:30]([CH2:32][NH2:33])[O:29][N:28]=1>>[Cl:1][C:2]1[CH:7]=[CH:6][C:5]([C:8]2[C:13]([O:14][C@@H:15]([CH3:20])[C:16]([F:18])([F:17])[F:19])=[CH:12][N:11]=[C:10]([C:21]([NH:33][CH2:32][C:30]3[O:29][N:28]=[C:27]([C:26]([F:35])([F:34])[F:25])[N:31]=3)=[O:23])[N:9]=2)=[CH:4][CH:3]=1 |f:1.2|. Reported procedure: The title compound was synthesized in analogy to Example 1, using (S)-4-(4-chlorophenyl)-5-(1,1,1-trifluoropropan-2-yloxy)pyrimidine-2-carboxylic acid (Example AQ) and C-(3-trifluoromethyl-[1,2,4]oxadiazol-5-yl)-methylamine hydrochloride (CAN 944905-93-5; example AK) as starting materials. MS: 496.1 (M+H)+.